From a dataset of the Open Reaction Database (ORD), a public repository of structured organic reaction records. describe an organic reaction: reactants, conditions, products, and yield The reactants are C1=2C(=O)OC(NC1=CC=CC2)=O (isatoic anhydride), N1C(=NC=C1)CCCN (1H-imidazole-propanamine). Run in C1(=CC=CC=C1)C (toluene). Run at temperature 90 celsius. The product is NC1=C(C(=O)NCCCN2C=NC=C2)C=CC=C1 (2-Amino-N-[3-(1H-imidazole-1-yl)propyl]benzamide). As a reaction SMILES: [C:1]12[C:7](=[CH:8][CH:9]=[CH:10][CH:11]=1)[NH:6]C(=O)[O:4][C:2]2=O.[NH:13]1[CH:17]=[CH:16][N:15]=[C:14]1CCCN>C1(C)C=CC=CC=1>[NH2:6][C:7]1[CH:8]=[CH:9][CH:10]=[CH:11][C:1]=1[C:2]([NH:6][CH2:7][CH2:1][CH2:11][N:15]1[CH:16]=[CH:17][N:13]=[CH:14]1)=[O:4]. Procedure details: A mixture of 2.93 g of isatoic anhydride, 2.50 g of 1H-imidazole-propanamine and 30 ml of toluene was heated at 90° C. for 45 minutes and cooled. The toluene layer was decanted and the residue was dissolved in methylene chloride, washed with dilute sodium hydroxide solution, water and dried over magnesium sulfate. The organic layer was concentrated to obtain the desired product, mp 107°-110° C. Reactants: [C+4], CC(=O)NCCC1CCc2ccc(N(Cc3ccccc3)Cc3ccccc3)nc21, CC(=O)O, [OH-], [OH-], [OH-], [OH-], [OH-], [OH-], [Pd+2]. Product: CC(=O)NCCC1CCc2ccc(N)nc21. RXN SMILES: [C+4:35].[CH2:1]([N:8]([CH2:2][c:3]1[cH:4][cH:5][cH:6][cH:7][cH:24]1)[c:9]1[cH:10][cH:11][c:12]2[c:13]([n:14]1)[CH:15]([CH2:18][CH2:19][NH:20][C:21]([CH3:22])=[O:23])[CH2:16][CH2:17]2)[c:25]1[cH:26][cH:27][cH:28][cH:29][cH:30]1.[CH3:31][C:32](=[O:33])[OH:34].[OH-:36].[OH-:38].[OH-:39].[OH-:40].[OH-:41].[OH-:42].[Pd+2:37]>>[NH2:8][c:9]1[cH:10][cH:11][c:12]2[c:13]([n:14]1)[CH:15]([CH2:18][CH2:19][NH:20][C:21]([CH3:22])=[O:23])[CH2:16][CH2:17]2. The reactants are CCOC(=O)CC1CCCN1C(=O)OC(C)(C)C, CC(C)C[Al+]CC(C)C, ClCCl, [H-]. Yields the product CC(C)(C)OC(=O)N1CCCC1CC=O. Reaction SMILES: [CH2:1]([O:3][C:4](=[O:2])[CH2:5][CH:6]1[N:7]([C:11](=[O:12])[O:13][C:14]([CH3:15])([CH3:16])[CH3:17])[CH2:8][CH2:9][CH2:10]1)[CH3:18].[CH2:20]([Al+:21][CH2:22][CH:23]([CH3:24])[CH3:25])[CH:26]([CH3:27])[CH3:28].[Cl:29][CH2:30][Cl:31].[H-:19]>>[O:3]=[CH:4][CH2:5][CH:6]1[N:7]([C:11](=[O:12])[O:13][C:14]([CH3:15])([CH3:16])[CH3:17])[CH2:8][CH2:9][CH2:10]1. Starting materials: CC1=NC(=NC(=C1C(C(=O)OC)CCC)C1=CC=C(C=C1)C)C1=CC=CC=C1 (methyl 2-(4-methyl-2-phenyl-6-p-tolylpyrimidin-5-yl)pentanoate), [OH-].[Na+] (sodium hydroxide). Run in O1CCCC1 (tetrahydrofuran). Reaction conditions: temperature 100 celsius. Yields the product CC1=NC(=NC(=C1C(C(=O)O)CCC)C1=CC=C(C=C1)C)C1=CC=CC=C1 (2-(4-methyl-2-phenyl-6-p-tolylpyrimidin-5-yl)pentanoic acid). Isolated yield 40.2%. As a reaction SMILES: [CH3:1][C:2]1[C:7]([CH:8]([CH2:13][CH2:14][CH3:15])[C:9]([O:11]C)=[O:10])=[C:6]([C:16]2[CH:21]=[CH:20][C:19]([CH3:22])=[CH:18][CH:17]=2)[N:5]=[C:4]([C:23]2[CH:28]=[CH:27][CH:26]=[CH:25][CH:24]=2)[N:3]=1.[OH-].[Na+]>O1CCCC1>[CH3:1][C:2]1[C:7]([CH:8]([CH2:13][CH2:14][CH3:15])[C:9]([OH:11])=[O:10])=[C:6]([C:16]2[CH:17]=[CH:18][C:19]([CH3:22])=[CH:20][CH:21]=2)[N:5]=[C:4]([C:23]2[CH:24]=[CH:25][CH:26]=[CH:27][CH:28]=2)[N:3]=1 |f:1.2|. Procedure details: To a solution of methyl 2-(4-methyl-2-phenyl-6-p-tolylpyrimidin-5-yl)pentanoate (80 mg; 0.214 mmol) in tetrahydrofuran (2.136 mL) was added a 10 N sodium hydroxide solution (214 μL; 2.136 mmol) and the mixture was heated at 100° C. for 18 h. The volatiles were removed under reduced pressure and the mixture was acidified by adding 6N hydrochloric acid. The suspension was extracted twice with ethyl acetate. The combined organic layers were washed with a saturated sodium chloride solution, dried ov... Reactants: O=C([O-])[O-], CC(C)=O, ClCC1CO1, Oc1ccc(F)c(F)c1, [K+], [K+]. Product: Fc1ccc(OCC2CO2)cc1F. As a reaction SMILES: [C:15](=[O:16])([O-:17])[O-:18].[CH3:21][C:22](=[O:23])[CH3:24].[Cl:10][CH2:11][CH:12]1[O:13][CH2:14]1.[F:1][c:2]1[cH:3][c:4]([OH:9])[cH:5][cH:6][c:7]1[F:8].[K+:19].[K+:20]>>[F:1][c:2]1[cH:3][c:4]([O:9][CH2:11][CH:12]2[O:13][CH2:14]2)[cH:5][cH:6][c:7]1[F:8]. Starting materials: C(#N)C1(CCC(CC1)=O)C1=CC=CC=C1 (4-Cyano-4-phenylcyclohexanone), C1(=CC=C(C=C1)S(=O)(=O)O)C (p-toluenesulfonic acid), C(CO)O (ethyleneglycol), C1(=CC=CC=C1)C (toluene). The product is C1(=CC=CC=C1)C1(CCC(CC1)=O)C(=O)O (1-Phenyl-4-oxocyclohexanecarboxylic Acid). Isolated yield 81.0%. RXN SMILES: C(C1(C2C=CC=CC=2)[CH2:8][CH2:7][C:6](=[O:9])[CH2:5][CH2:4]1)#N.C1(C)C=CC(S(O)(=O)=[O:23])=CC=1.[CH2:27]([OH:30])[CH2:28]O.[C:31]1(C)[CH:36]=[CH:35][CH:34]=[CH:33][CH:32]=1>>[C:31]1([C:28]2([C:27]([OH:30])=[O:23])[CH2:8][CH2:7][C:6](=[O:9])[CH2:5][CH2:4]2)[CH:32]=[CH:33][CH:34]=[CH:35][CH:36]=1. Procedure: 4-Cyano-4-phenylcyclohexanone (25 mmol) was refluxed for 2 h with p-toluenesulfonic acid (2.5 mmol) and ethyleneglycol (30 mmol) in toluene (150 mL) using a Dean-Stark trap. The reaction mixture was partitioned between Et2O and 2 M NaHCO3. The organic layer was dried (Na2SO4) and evaporated. The resulting oil was refluxed with KOH (40%, 200 mL) in ethyleneglycol (120 mL) for 3 h. Conc. HCl was added and the mixture was allowed to cool. It was than extracted with Et2O, dried (Na2SO4) and evaporat... Starting materials: [BH4-], C1CCOC1, CO, COC(=O)c1nc(N2CCc3cccc(C(=O)N=c4sc5ccccc5n4COCC[Si](C)(C)C)c3C2)sc1C=O, [Na+]. The product is COC(=O)c1nc(N2CCc3cccc(C(=O)N=c4sc5ccccc5n4COCC[Si](C)(C)C)c3C2)sc1CO. Reaction SMILES: [BH4-:42].[CH2:46]1[O:47][CH2:48][CH2:49][CH2:50]1.[CH3:44][OH:45].[CH:1](=[O:2])[c:3]1[c:4]([C:38](=[O:39])[O:40][CH3:41])[n:5][c:6]([N:8]2[CH2:9][c:10]3[c:11]([C:18]([N:19]=[c:20]4[s:21][c:22]5[c:23]([n:24]4[CH2:25][O:26][CH2:27][CH2:28][Si:29]([CH3:30])([CH3:31])[CH3:32])[cH:33][cH:34][cH:35][cH:36]5)=[O:37])[cH:12][cH:13][cH:14][c:15]3[CH2:16][CH2:17]2)[s:7]1.[Na+:43]>>[CH2:1]([OH:2])[c:3]1[c:4]([C:38](=[O:39])[O:40][CH3:41])[n:5][c:6]([N:8]2[CH2:9][c:10]3[c:11]([C:18]([N:19]=[c:20]4[s:21][c:22]5[c:23]([n:24]4[CH2:25][O:26][CH2:27][CH2:28][Si:29]([CH3:30])([CH3:31])[CH3:32])[cH:33][cH:34][cH:35][cH:36]5)=[O:37])[cH:12][cH:13][cH:14][c:15]3[CH2:16][CH2:17]2)[s:7]1. The reactants are CON(C(=O)C=1N=CN(C1)C1=CC(=CC=C1)C=1C(=NC=CC1)Cl)C (1-[3-(2-Chloro-pyridin-3-yl)-phenyl]-1H-imidazole-4-carboxylic acid methoxy-methyl-amide), BrC1=NC=CC=N1 (2-bromopyrimidine). Yields the product ClC1=NC=CC=C1C=1C=C(C=CC1)N1C=NC(=C1)C(=O)C1=NC=CC=N1 ({1-[3-(2-Chloro-pyridin-3-yl)-phenyl]-1H-imidazol-4-yl}-pyrimidin-2-yl-methanone). RXN SMILES: CON(C)[C:4]([C:6]1[N:7]=[CH:8][N:9]([C:11]2[CH:16]=[CH:15][CH:14]=[C:13]([C:17]3[C:18]([Cl:23])=[N:19][CH:20]=[CH:21][CH:22]=3)[CH:12]=2)[CH:10]=1)=[O:5].Br[C:26]1[N:31]=[CH:30][CH:29]=[CH:28][N:27]=1>>[Cl:23][C:18]1[C:17]([C:13]2[CH:12]=[C:11]([N:9]3[CH:10]=[C:6]([C:4]([C:26]4[N:31]=[CH:30][CH:29]=[CH:28][N:27]=4)=[O:5])[N:7]=[CH:8]3)[CH:16]=[CH:15][CH:14]=2)=[CH:22][CH:21]=[CH:20][N:19]=1. Procedure: This compound is prepared by method C using compound 12l and 2-bromopyrimidine RXN SMILES: [NH2:1][CH2:2][CH2:3][S:4][CH2:5][C:6]1[O:10][CH:9]=[N:8][C:7]=1[CH3:11].[CH3:12][N:13]=[C:14]=[O:15]>>[CH3:12][NH:13][C:14]([NH:1][CH2:2][CH2:3][S:4][CH2:5][C:6]1[O:10][CH:9]=[N:8][C:7]=1[CH3:11])=[O:15]. Starting materials: NCCSCC1=C(N=CO1)C (5-[(2-aminoethyl)thiomethyl]-4-methyloxazole), CN=C=O (methyl isocyanate). Procedure: Reacting 5-[(2-aminoethyl)thiomethyl]-4-methyloxazole with methyl isocyanate by the procedure of Example 24 gives the title compound. The product is CNC(=O)NCCSCC1=C(N=CO1)C (N-Methyl-N'-[2-((4-methyl-5-oxazolyl)methylthio)ethyl]urea).